From a dataset of the Open Reaction Database (ORD), a public repository of structured organic reaction records. describe an organic reaction: reactants, conditions, products, and yield Starting materials: CC1C(Br)C(=O)C=C2CCC3C4CCC(=O)C4(C)CCC3C21C, CN(C)C=O, O. Yields the product CC1=CC(=O)C=C2CCC3C4CCC(=O)C4(C)CCC3C12C. Reaction SMILES: [Br:1][CH:2]1[C:3](=[O:23])[CH:4]=[C:5]2[CH2:6][CH2:7][CH:8]3[CH:9]4[CH2:10][CH2:11][C:12](=[O:22])[C:13]4([CH3:14])[CH2:15][CH2:16][CH:17]3[C:18]2([CH3:21])[CH:19]1[CH3:20].[CH3:25][N:26]([CH3:27])[CH:28]=[O:29].[OH2:24]>>[CH:2]1=[C:19]([CH3:20])[C:18]2([CH3:21])[C:5](=[CH:4][C:3]1=[O:23])[CH2:6][CH2:7][CH:8]1[CH:9]3[CH2:10][CH2:11][C:12](=[O:22])[C:13]3([CH3:14])[CH2:15][CH2:16][CH:17]12.